Dataset: the Open Reaction Database (ORD), a public repository of structured organic reaction records. Task: describe an organic reaction: reactants, conditions, products, and yield Reactants: CCCCCCC(O)CCC(C#N)C1CCC(OC)CC1, C1COCOC1, Cl, O. Product: CCCCCCC1CCC(C2CCC(OC)CC2)C(=O)O1. Reaction SMILES: [C:2](#[N:3])[CH:4]([CH2:5][CH2:6][CH:7]([CH2:8][CH2:9][CH2:10][CH2:11][CH2:12][CH3:13])[OH:14])[CH:15]1[CH2:16][CH2:17][CH:18]([O:21][CH3:22])[CH2:19][CH2:20]1.[CH2:23]1[CH2:24][O:26][CH2:27][O:25][CH2:28]1.[ClH:1].[OH2:29]>>[C:2]1(=[O:25])[CH:4]([CH:15]2[CH2:16][CH2:17][CH:18]([O:21][CH3:22])[CH2:19][CH2:20]2)[CH2:5][CH2:6][CH:7]([CH2:8][CH2:9][CH2:10][CH2:11][CH2:12][CH3:13])[O:14]1. Reactants: [K] (potassium), C(C1=CC=CC=C1)OC(=O)N[C@@H](C(C)C)C(=O)N[C@@H](CC1=CC=C(C=C1)OCC1=CC=CC=C1)C(=O)O (N-benzyloxycarbonyl-L-valyl-O-benzyl-L-tyrosine), N,O-dimethylhydroxamate, [H-].[Al+3].[Li+].[H-].[H-].[H-] (lithium aluminum hydride). Run in C(C)OCC (diethyl ether), C1CCOC1 (THF). Run at temperature 0 celsius, time 1 hour. Yields the product C(C1=CC=CC=C1)OC(=O)N[C@@H](C(C)C)C(=O)N[C@@H](CC1=CC=C(C=C1)OCC1=CC=CC=C1)C=O (N-Benzyloxycarbonyl-L-valyl-O-benzyl-L-tyrosinal). The yield is 68.0%. Reaction SMILES: [CH2:1]([O:8][C:9]([NH:11][C@H:12]([C:16]([NH:18][C@H:19]([C:35](O)=[O:36])[CH2:20][C:21]1[CH:26]=[CH:25][C:24]([O:27][CH2:28][C:29]2[CH:34]=[CH:33][CH:32]=[CH:31][CH:30]=2)=[CH:23][CH:22]=1)=[O:17])[CH:13]([CH3:15])[CH3:14])=[O:10])[C:2]1[CH:7]=[CH:6][CH:5]=[CH:4][CH:3]=1.[H-].[Al+3].[Li+].[H-].[H-].[H-].[K]>C(OCC)C.C1COCC1>[CH2:1]([O:8][C:9]([NH:11][C@H:12]([C:16]([NH:18][C@H:19]([CH:35]=[O:36])[CH2:20][C:21]1[CH:22]=[CH:23][C:24]([O:27][CH2:28][C:29]2[CH:30]=[CH:31][CH:32]=[CH:33][CH:34]=2)=[CH:25][CH:26]=1)=[O:17])[CH:13]([CH3:14])[CH3:15])=[O:10])[C:2]1[CH:3]=[CH:4][CH:5]=[CH:6][CH:7]=1 |f:1.2.3.4.5.6,^1:43|. Reported procedure: To a solution of N-benzyloxycarbonyl-L-valyl-O-benzyl-L-tyrosine, N,O-dimethylhydroxamate (8.90 g, 16.2 mmol) in anhydrous diethyl ether (150 ml) and anhydrous THF (20 ml) at 0° C. is added lithium aluminum hydride (0.67 g, 17.7 mmol). The mixture is stirred at 0° C. for 1 hour. A solution of 1M potassium hydrogenosulphate (25 ml) is then added with precaution. The organic layer is separated and the aqueous phase is extracted twice with ethyl acetate (2×100 ml). The combined organic layers are t... Starting materials: ClC1=NC(=CC=C1)C(Cl)(Cl)Cl (2 -chloro-6-(trichloromethyl)pyridine), Cl (hydrochloric acid), ClC1=NC(=CC=C1)CCl (2-chloro-6-(chloromethyl)pyridine), ClC1=NC(=CC=C1)C(Cl)(Cl)Cl (2-chloro-6(trichloromethyl)pyridine), CO (methanol), 20. The reagents and catalysts are [Fe] (iron). Run in C(Cl)Cl (methylene chloride). Run at temperature 70 celsius, time 5 minute. The product is ClC1=NC(=CC=C1)C(Cl)Cl (2-chloro-6-(dichloromethyl)pyridine). Isolated yield 90.1%. RXN SMILES: [Cl:1][C:2]1[CH:7]=[CH:6][CH:5]=[C:4]([C:8](Cl)([Cl:10])[Cl:9])[N:3]=1.CO.Cl.ClC1C=CC=C(CCl)N=1>[Fe].C(Cl)Cl>[Cl:1][C:2]1[CH:7]=[CH:6][CH:5]=[C:4]([CH:8]([Cl:10])[Cl:9])[N:3]=1. Procedure details: Into a 250 milliliter (ml) flask fitted with a condenser, magnetic stirrer and dropping funnel were added 46.2 grams (g) (0.20 mole) of 2-chloro-6(trichloromethyl)pyridine, 30 g of methanol and 9.1 g (0.16 mole) of 20 mesh iron filings. The mixture was heated to 70° C. and 30 g of concentrated hydrochloric acid was added thereto over a 5 minute period. A slight exotherm occurred and the mixture was heated and maintained under reflux (83°-86° C.) for 1 hour. The reaction mixture was cooled to 45°... Starting materials: C(C)C1=CC=C(N)C=C1 (4-ethyl aniline), C(C=C)(=O)OCC (ethyl acrylate). Solvent: C(C)(=O)O (acetic acid). Yields the product C(C)C1=CC=C(C=C1)NCCC(=O)OCC (Ethyl N-(4-ethylphenyl)-beta-alaninate). RXN SMILES: [CH2:1]([C:3]1[CH:9]=[CH:8][C:6]([NH2:7])=[CH:5][CH:4]=1)[CH3:2].[C:10]([O:14][CH2:15][CH3:16])(=[O:13])[CH:11]=[CH2:12]>C(O)(=O)C>[CH2:1]([C:3]1[CH:9]=[CH:8][C:6]([NH:7][CH2:12][CH2:11][C:10]([O:14][CH2:15][CH3:16])=[O:13])=[CH:5][CH:4]=1)[CH3:2]. Procedure: To a solution of 4-ethyl aniline (10.00 g) in acetic acid (20 mL) was added ethyl acrylate (8.26). The mixture was heated to 70° for 3.5 hours. The mixture was allowed to cool to room temperature. The mixture was partitioned between dichloromethane and water, and was extracted three times. The combined organics were washed once with brine, dried with sodium sulfate, filtered, and concentrated. The mixture was taken on to the next step. MS (ESI+) for C13H19NO2 m/z 223.1 (M+H)+. The reactants are ClC(Cl)Cl, C=CCN(CC=C)c1ccc(C(O)c2ccc(Cl)c(S(N)(=O)=O)c2)cc1, ClCCl. Yields the product NS(=O)(=O)c1cc(C(O)c2ccc(N3CC=CC3)cc2)ccc1Cl. RXN SMILES: [CH:27]([Cl:28])([Cl:29])[Cl:30].[Cl:1][c:2]1[c:3]([S:23](=[O:24])(=[O:25])[NH2:26])[cH:4][c:5]([CH:8]([OH:9])[c:10]2[cH:11][cH:12][c:13]([N:16]([CH2:17][CH:18]=[CH2:19])[CH2:20][CH:21]=[CH2:22])[cH:14][cH:15]2)[cH:6][cH:7]1.[Cl:31][CH2:32][Cl:33]>>[Cl:1][c:2]1[c:3]([S:23](=[O:24])(=[O:25])[NH2:26])[cH:4][c:5]([CH:8]([OH:9])[c:10]2[cH:11][cH:12][c:13]([N:16]3[CH2:17][CH:18]=[CH:19][CH2:20]3)[cH:14][cH:15]2)[cH:6][cH:7]1. Isolated yield 62.7%. As a reaction SMILES: [NH:1]1[CH2:5][CH2:4][CH2:3][CH2:2]1.N1C=CC=CC=1.[C:12](Cl)(=[O:22])/[CH:13]=[CH:14]/[CH2:15][CH2:16][CH2:17][CH2:18][CH2:19][CH2:20][CH3:21].C(O)(=O)/C=C/CCCCCCC.S(Cl)(Cl)=O>O1CCCC1>[C:12]([N:1]1[CH2:5][CH2:4][CH2:3][CH2:2]1)(=[O:22])/[CH:13]=[CH:14]/[CH2:15][CH2:16][CH2:17][CH2:18][CH2:19][CH2:20][CH3:21]. Run in O1CCCC1 (tetrahydrofuran), O1CCCC1 (tetrahydrofuran). The product is C(\C=C\CCCCCCC)(=O)N1CCCC1 (1-((E)-2-Decenoyl)pyrrolidine). Reactants: N1CCCC1 (pyrrolidine), N1=CC=CC=C1 (pyridine), C(\C=C\CCCCCCC)(=O)O ((E)-2-decenoic acid), S(=O)(Cl)Cl (thionyl chloride), C(\C=C\CCCCCCC)(=O)Cl ((E)-2-decenoic acid chloride). Procedure details: A tetrahydrofuran solution (20 mL) of pyrrolidine (0.71 g, 0.01 mol) containing pyridine (0.79 g, 0.01 mol) was added to a tetrahydrofuran solution (20 mL) of (E)-2-decenoic acid chloride (1.9 g, 0.01 mol), synthesized using (E)-2-decenoic acid and thionyl chloride, and the mixture was heated under refluxing in a warm water bath for 3 hours. After distilling off excess tetrahydrofuran, water was added to a liquid reaction mixture, and the liquid mixture was extracted with ethyl acetate, and wash...